Dataset: the Open Reaction Database (ORD), a public repository of structured organic reaction records. Task: describe an organic reaction: reactants, conditions, products, and yield Starting materials: CC(Cl)c1cccnc1, OCC1=CN(C2=CC=C(Cl)C=C2)N=N1. Reagents/catalysts: O=C([O-])[O-].[Cs+].[Cs+] (cesium carbonate), [I-].[K+] (potassium iodide). Solvent: CN(C)C=O (DMF), CN(C)C=O (dmf), CN(C)C=O (DMF). Reaction conditions: temperature 70 celsius, time 16 hour. Product: ClC%23=CC=C(C=C%23)N%24N=NC(COC(C)C%25=CC=CN=C%25)=C%24.